This data is from the Open Reaction Database (ORD), a public repository of structured organic reaction records. The task is: describe an organic reaction: reactants, conditions, products, and yield The reactants are FC=1C=C2C(=C(/C(/C2=CC1)=C/C1=CC=NC=C1)C)CCON (O-2-[Z-5-fluoro-2-methyl-1-(4-pyridyl)methylene-1H-inden-3-yl]ethyl hydroxylamine), C(=O)C=O (glyoxal). The product is FC=1C=C2C(=C(/C(/C2=CC1)=C/C1=CC=NC=C1)C)CCON=CC=O (glyoxal-O-2-[Z-5-fluoro-2-methyl-1-(4-pyridyl)methylene-1H-inden-3-yl]ethyl oxime). As a reaction SMILES: [F:1][C:2]1[CH:3]=[C:4]2[C:8](=[CH:9][CH:10]=1)/[C:7](=[CH:11]\[C:12]1[CH:17]=[CH:16][N:15]=[CH:14][CH:13]=1)/[C:6]([CH3:18])=[C:5]2[CH2:19][CH2:20][O:21][NH2:22].[CH:23]([CH:25]=O)=[O:24]>>[F:1][C:2]1[CH:3]=[C:4]2[C:8](=[CH:9][CH:10]=1)/[C:7](=[CH:11]\[C:12]1[CH:13]=[CH:14][N:15]=[CH:16][CH:17]=1)/[C:6]([CH3:18])=[C:5]2[CH2:19][CH2:20][O:21][N:22]=[CH:25][CH:23]=[O:24]. Reported procedure: The title compound is prepared by reaction of O-2-[Z-5-fluoro-2-methyl-1-(4-pyridyl)methylene-1H-inden-3-yl]ethyl hydroxylamine with glyoxal by the method of Example 1.